Dataset: the Open Reaction Database (ORD), a public repository of structured organic reaction records. Task: describe an organic reaction: reactants, conditions, products, and yield Reactants: CN1N=NN=C1SCC1(S[C@H]2N(C1C(=O)OCC(Cl)(Cl)Cl)C(C2NC(CN2N=NN=C2)=O)=O)C (2,2,2-Trichloroethyl 2-(1-methyl-1H-tetrazol-5-yl)thiomethyl-2-methyl-6-[2-(1H-tetrazol-1-yl) acetamido]-penam-3-carboxylate), C(C)(=O)O (acetic acid). The reagents and catalysts are [Zn] (zinc), [Zn] (zinc). Solvent: CN(C=O)C (dimethylformamide). Conditions: temperature -15 celsius, time 1.5 hour. The product is CN1N=NN=C1SCC1(S[C@H]2N(C1C(=O)O)C(C2NC(CN2N=NN=C2)=O)=O)C (2-(1-methyl-1H-tetrazol-5-yl)thiomethyl-2-methyl-6-[2-(1H-tetrazol-1-yl) acetamido]penam-3-carboxylic acid). The yield is 54.1%. As a reaction SMILES: [CH3:1][N:2]1[C:6]([S:7][CH2:8][C:9]2([CH3:34])[CH:13]([C:14]([O:16]CC(Cl)(Cl)Cl)=[O:15])[N:12]3[C:22](=[O:33])[CH:23]([NH:24][C:25](=[O:32])[CH2:26][N:27]4[CH:31]=[N:30][N:29]=[N:28]4)[C@H:11]3[S:10]2)=[N:5][N:4]=[N:3]1.C(O)(=O)C>CN(C)C=O.[Zn]>[CH3:1][N:2]1[C:6]([S:7][CH2:8][C:9]2([CH3:34])[CH:13]([C:14]([OH:16])=[O:15])[N:12]3[C:22](=[O:33])[CH:23]([NH:24][C:25](=[O:32])[CH2:26][N:27]4[CH:31]=[N:30][N:29]=[N:28]4)[C@H:11]3[S:10]2)=[N:5][N:4]=[N:3]1. Procedure details: 2,2,2-Trichloroethyl 2-(1-methyl-1H-tetrazol-5-yl)thiomethyl-2-methyl-6-[2-(1H-tetrazol-1-yl) acetamido]-penam-3-carboxylate (0.6 g) was dissolved in dimethylformamide (5 ml). To this solution were added acetic acid (0.9 ml) and zinc powder (0.8 g) under cooling at -15° C. and the mixture was stirred for 1.5 hours at the same temperature. After the reaction, zinc powder was filtered off and the filtrate was poured into 5% hydrochloric acid (20 ml) and then extracted with ethyl acetate. The extra... The reactants are CO, CCOC(=O)C=Cc1csc(NC2CCN(C(=O)c3ccc(Cl)cc3)C2)n1. Product: O=C(O)C=Cc1csc(NC2CCN(C(=O)c3ccc(Cl)cc3)C2)n1. As a reaction SMILES: [CH3:28][OH:29].[Cl:1][c:2]1[cH:3][cH:4][c:5]([C:6](=[O:7])[N:8]2[CH2:9][CH:10]([NH:13][c:14]3[s:15][cH:16][c:17]([CH:19]=[CH:20][C:21](=[O:22])[O:23][CH2:24][CH3:25])[n:18]3)[CH2:11][CH2:12]2)[cH:26][cH:27]1>>[Cl:1][c:2]1[cH:3][cH:4][c:5]([C:6](=[O:7])[N:8]2[CH2:9][CH:10]([NH:13][c:14]3[s:15][cH:16][c:17]([CH:19]=[CH:20][C:21](=[O:22])[OH:23])[n:18]3)[CH2:11][CH2:12]2)[cH:26][cH:27]1. Reactants: ClCCl, OC1CCC(COCc2cc(C(F)(F)F)cc(C(F)(F)F)c2)(c2ccccc2)C1, O=[Cr](=O)([O-])Cl, c1cc[nH+]cc1. Product: O=C1CCC(COCc2cc(C(F)(F)F)cc(C(F)(F)F)c2)(c2ccccc2)C1. RXN SMILES: [Cl:41][CH2:42][Cl:43].[F:1][C:2]([c:3]1[cH:4][c:5]([CH2:6][O:7][CH2:8][C:9]2([c:15]3[cH:16][cH:17][cH:18][cH:19][cH:20]3)[CH2:10][CH:11]([OH:14])[CH2:12][CH2:13]2)[cH:21][c:22]([C:24]([F:25])([F:26])[F:27])[cH:23]1)([F:28])[F:29].[O:30]=[Cr:31]([Cl:32])([O-:33])=[O:34].[nH+:35]1[cH:36][cH:37][cH:38][cH:39][cH:40]1>>[F:1][C:2]([c:3]1[cH:4][c:5]([CH2:6][O:7][CH2:8][C:9]2([c:15]3[cH:16][cH:17][cH:18][cH:19][cH:20]3)[CH2:10][C:11](=[O:14])[CH2:12][CH2:13]2)[cH:21][c:22]([C:24]([F:25])([F:26])[F:27])[cH:23]1)([F:28])[F:29]. The reactants are BrC1=NC=C(C=C1)Br (2,5-dibromopyridine), C(C)(C)N1CCNCC1 (1-isopropylpiperazine), C1CCC2=NCCCN2CC1 (DBU). Solvent: O (water). Run at temperature 100 celsius, time 8 hour. Product: BrC=1C=CC(=NC1)N1CCN(CC1)C(C)C (1-(5-Bromopyridin-2-yl)-4-isopropylpiperazine). RXN SMILES: Br[C:2]1[CH:7]=[CH:6][C:5]([Br:8])=[CH:4][N:3]=1.[CH:9]([N:12]1[CH2:17][CH2:16][NH:15][CH2:14][CH2:13]1)([CH3:11])[CH3:10].C1CCN2C(=NCCC2)CC1>O>[Br:8][C:5]1[CH:6]=[CH:7][C:2]([N:15]2[CH2:16][CH2:17][N:12]([CH:9]([CH3:11])[CH3:10])[CH2:13][CH2:14]2)=[N:3][CH:4]=1. Procedure details: A solution containing 12.1 g of 2,5-dibromopyridine (51.1 mmol), 8.8 ml of 1-isopropylpiperazine (61.5 mmol) and 9.2 ml of DBU (61.5 mmol) is stirred overnight at 100° C. The reaction mixture is returned to ambient temperature and the solution is diluted with water and extracted with ethyl acetate. The organic phases are collected, washed with brine, dried (MgSO4) and evaporated under reduced pressure. The residue is chromatographed on an SiO2 column, eluting with a mixture of CH2Cl2/MeOH 98/2 a... Reactants: OCCCCCCCC=1C(CCC1)=O (2-(7-hydroxyheptyl)-2-cyclopentenone), O (water), C(Cl)(Cl)(Cl)Cl (carbon tetrachloride), C1(=CC=CC=C1)P(C1=CC=CC=C1)C1=CC=CC=C1 (triphenylphosphine). The solvent is C(Cl)Cl (methylene chloride), CCCCCC (hexane). Run at time 8 hour. Product: ClCCCCCCCC=1C(CCC1)=O (2-(7-chloroheptyl)-2-cyclopentenone). RXN SMILES: O[CH2:2][CH2:3][CH2:4][CH2:5][CH2:6][CH2:7][CH2:8][C:9]1[C:10](=[O:14])[CH2:11][CH2:12][CH:13]=1.O.C1(P(C2C=CC=CC=2)C2C=CC=CC=2)C=CC=CC=1.C(Cl)(Cl)(Cl)[Cl:36]>C(Cl)Cl.CCCCCC>[Cl:36][CH2:2][CH2:3][CH2:4][CH2:5][CH2:6][CH2:7][CH2:8][C:9]1[C:10](=[O:14])[CH2:11][CH2:12][CH:13]=1. Procedure: The following procedure was adopted from H. Hayaski et al., J. Amer. Chem. Soc., 95, 8749 (1972): To a solution containing 643 mg (3.28 mmol) of 2-(7-hydroxyheptyl)-2-cyclopentenone in 0.47 ml carbon tetrachloride at 35° (temperature of the external water bath), under argon, was added, dropwise over 1 hour, a solution containing 860 mg (3.28 mmol) triphenylphosphine in 3 ml of anhydrous methylene chloride. The yellow solution was stirred for an additional 4.0 hours at ca. 35° and overnight at re... Reactants: Bc1ccn([Si](C(C)C)(C(C)C)C(C)C)c1, CC(C)(C)OC(=O)n1c(=O)n(Cc2ccccc2)c2cccc(Br)c21, O=C([O-])[O-], COCCOC, ClCCl, [Cs+], [Cs+], O. Product: CC(C)[Si](C(C)C)(C(C)C)n1ccc(-c2cccc3c2n(C(=O)OC(C)(C)C)c(=O)n3Cc2ccccc2)c1. As a reaction SMILES: [BH2:26][c:27]1[cH:28][n:29]([Si:32]([CH:33]([CH3:34])[CH3:35])([CH:36]([CH3:37])[CH3:38])[CH:39]([CH3:40])[CH3:41])[cH:30][cH:31]1.[C:1]([CH3:2])([CH3:3])([CH3:4])[O:5][C:6](=[O:7])[n:8]1[c:9](=[O:25])[n:10]([CH2:18][c:19]2[cH:20][cH:21][cH:22][cH:23][cH:24]2)[c:11]2[c:12]1[c:13]([Br:17])[cH:14][cH:15][cH:16]2.[C:45](=[O:46])([O-:47])[O-:48].[CH2:52]([CH2:53][O:54][CH3:55])[O:56][CH3:57].[Cl:42][CH2:43][Cl:44].[Cs+:49].[Cs+:50].[OH2:51]>>[C:1]([CH3:2])([CH3:3])([CH3:4])[O:5][C:6](=[O:7])[n:8]1[c:9](=[O:25])[n:10]([CH2:18][c:19]2[cH:20][cH:21][cH:22][cH:23][cH:24]2)[c:11]2[c:12]1[c:13](-[c:27]1[cH:28][n:29]([Si:32]([CH:33]([CH3:34])[CH3:35])([CH:36]([CH3:37])[CH3:38])[CH:39]([CH3:40])[CH3:41])[cH:30][cH:31]1)[cH:14][cH:15][cH:16]2. Reactants: B (borane), O (water), C([O-])([O-])=O.[K+].[K+] (potassium carbonate), COC=1C=C(C=CC1OC)C(CC(=O)O)N1C(C2=CC=CC=C2C1)=O (3-(3',4'-dimethoxyphenyl)-3-(1'-oxoisoindolinyl)propionic acid), ice-salt. The solvent is C1CCOC1 (THF), C1CCOC1 (THF). Product: COC=1C=C(C=CC1OC)C(CCO)N1C(C2=CC=CC=C2C1)=O (3-(3',4'-dimethoxyphenyl)-3-(1'-oxoisoindolinyl)-1-propanol). Reaction SMILES: [CH3:1][O:2][C:3]1[CH:4]=[C:5]([CH:11]([N:16]2[CH2:24][C:23]3[C:18](=[CH:19][CH:20]=[CH:21][CH:22]=3)[C:17]2=[O:25])[CH2:12][C:13](O)=[O:14])[CH:6]=[CH:7][C:8]=1[O:9][CH3:10].B.O.C(=O)([O-])[O-].[K+].[K+]>C1COCC1>[CH3:1][O:2][C:3]1[CH:4]=[C:5]([CH:11]([N:16]2[CH2:24][C:23]3[C:18](=[CH:19][CH:20]=[CH:21][CH:22]=3)[C:17]2=[O:25])[CH2:12][CH2:13][OH:14])[CH:6]=[CH:7][C:8]=1[O:9][CH3:10] |f:3.4.5|. Procedure: To a stirred suspension of 3-(3',4'-dimethoxyphenyl)-3-(1'-oxoisoindolinyl)propionic acid (3.74 grams, 10.96 mmol) in THF (60 mL) at -10°-15° C. (ice-salt bath), was added borane in THF (11 mL, 1M, 11 mmol). The suspension was allowed to warm to room temperature slowly overnight. To the resulting clear solution was added water (20 mL), followed by potassium carbonate (6 g). The organic layer was separated. The aqueous layer was extracted with methylene chloride (2×50 mL). The combined organic la...